This data is from the Open Reaction Database (ORD), a public repository of structured organic reaction records. The task is: describe an organic reaction: reactants, conditions, products, and yield The reactants are Cc1ccccc1, NCCOc1c(Cl)cc(OCC=C(Cl)Cl)cc1Cl, O=C=Nc1ccc(OC(F)(F)F)cc1. Yields the product O=C(NCCOc1c(Cl)cc(OCC=C(Cl)Cl)cc1Cl)Nc1ccc(OC(F)(F)F)cc1. As a reaction SMILES: [CH3:33][c:34]1[cH:35][cH:36][cH:37][cH:38][cH:39]1.[Cl:1][c:2]1[cH:3][c:4]([O:13][CH2:14][CH:15]=[C:16]([Cl:17])[Cl:18])[cH:5][c:6]([Cl:12])[c:7]1[O:8][CH2:9][CH2:10][NH2:11].[F:19][C:20]([O:21][c:22]1[cH:23][cH:24][c:25]([N:28]=[C:29]=[O:30])[cH:26][cH:27]1)([F:31])[F:32]>>[Cl:1][c:2]1[cH:3][c:4]([O:13][CH2:14][CH:15]=[C:16]([Cl:17])[Cl:18])[cH:5][c:6]([Cl:12])[c:7]1[O:8][CH2:9][CH2:10][NH:11][C:29]([NH:28][c:25]1[cH:24][cH:23][c:22]([O:21][C:20]([F:19])([F:31])[F:32])[cH:27][cH:26]1)=[O:30]. Starting materials: COC=1C=CC2=C(SC(=C2C(C2=CC=C(C=C2)OC2CCN(CC2)CC)=O)C2=CC=C(C=C2)OC)C1 (6-Methoxy-2-(4-methoxyphenyl)-3-(4-[1-ethylpiperidin-4-oxy]benzoyl)benzo[b]thiophene), C(C)S (ethane thiol), [Cl-].[Al+3].[Cl-].[Cl-] (aluminum chloride). The product is OC=1C=CC2=C(SC(=C2C(C2=CC=C(C=C2)OC2CCN(CC2)CC)=O)C2=CC=C(C=C2)O)C1 (6-Hydroxy-2-(4-Hydroxyphenyl)-3-(4-[1-Ethylpiperidin-4-oxy]benzoyl)benzo[b]thiophene). The yield is 72.0%. As a reaction SMILES: C[O:2][C:3]1[CH:4]=[CH:5][C:6]2[C:10]([C:11](=[O:27])[C:12]3[CH:17]=[CH:16][C:15]([O:18][CH:19]4[CH2:24][CH2:23][N:22]([CH2:25][CH3:26])[CH2:21][CH2:20]4)=[CH:14][CH:13]=3)=[C:9]([C:28]3[CH:33]=[CH:32][C:31]([O:34]C)=[CH:30][CH:29]=3)[S:8][C:7]=2[CH:36]=1.C(S)C.[Cl-].[Al+3].[Cl-].[Cl-]>>[OH:2][C:3]1[CH:4]=[CH:5][C:6]2[C:10]([C:11](=[O:27])[C:12]3[CH:13]=[CH:14][C:15]([O:18][CH:19]4[CH2:24][CH2:23][N:22]([CH2:25][CH3:26])[CH2:21][CH2:20]4)=[CH:16][CH:17]=3)=[C:9]([C:28]3[CH:29]=[CH:30][C:31]([OH:34])=[CH:32][CH:33]=3)[S:8][C:7]=2[CH:36]=1 |f:2.3.4.5|. Procedure: 6-Methoxy-2-(4-methoxyphenyl)-3-(4-[1-ethylpiperidin-4-oxy]benzoyl)benzo[b]thiophene (502 mg, 1.00 mmol), ethane thiol (5.00 mmol), and aluminum chloride (800 mg, 6.00 mmol) were converted to 341 mg (72%) of the title compound by the procedure of Example 16. MS(FD) 571(M+). IR (CHCl3) ν max 3300, 2971, 1598, 1249, 1165. Starting materials: [Si](C)(C)(C(C)(C)C)OCC=1C=CC(=NC1)[Sn](CCCC)(CCCC)CCCC ([5-(tert-Butyldimethylsilyloxymethyl)pyridin-2-yl]tri-n-butylstannane), IC1=C(C#N)C=CC=C1 (2-iodobenzonitrile). The reagents and catalysts are [Cu]I (CuI), Cl[Pd]([P](C1=CC=CC=C1)(C2=CC=CC=C2)C3=CC=CC=C3)([P](C4=CC=CC=C4)(C5=CC=CC=C5)C6=CC=CC=C6)Cl (bis(triphenylphosphine)palladium(II) chloride). The solvent is CCOCC (ether), C1CCOC1 (THF). Yields the product [Si](C)(C)(C(C)(C)C)OCC=1C=CC(=NC1)C1=C(C#N)C=CC=C1 (2-[5-(tert-Butyldimethylsilyloxymethyl)pyridin-2-yl]benzonitrile). The yield is 68.6%. As a reaction SMILES: [Si:1]([O:8][CH2:9][C:10]1[CH:11]=[CH:12][C:13]([Sn](CCCC)(CCCC)CCCC)=[N:14][CH:15]=1)([C:4]([CH3:7])([CH3:6])[CH3:5])([CH3:3])[CH3:2].I[C:30]1[CH:37]=[CH:36][CH:35]=[CH:34][C:31]=1[C:32]#[N:33]>C1COCC1.CCOCC.[Cu]I.Cl[Pd](Cl)([P](C1C=CC=CC=1)(C1C=CC=CC=1)C1C=CC=CC=1)[P](C1C=CC=CC=1)(C1C=CC=CC=1)C1C=CC=CC=1>[Si:1]([O:8][CH2:9][C:10]1[CH:11]=[CH:12][C:13]([C:30]2[CH:37]=[CH:36][CH:35]=[CH:34][C:31]=2[C:32]#[N:33])=[N:14][CH:15]=1)([C:4]([CH3:5])([CH3:6])[CH3:7])([CH3:2])[CH3:3] |^1:52,71|. Procedure: A mixture of [5-(tert-Butyldimethylsilyloxymethyl)pyridin-2-yl]tri-n-butylstannane (11.5 g, 0.022 mol), 2-iodobenzonitrile (5.1 g, 0.022 mol), CuI (0.43 g, 0.002 mol), and bis(triphenylphosphine)palladium(II) chloride (0.80 g, 0.001 mol) in THF (40 mL) was heated under reflux for 48 h. The mixture was diluted with ether and washed with saturated aqueous NH4Cl, aqueous NH4OH, water, and brine, dried (MgSO4), and concentrated to give 4.9 g (67%) of product as a brown oil. Reactants: CCn1ncnc1CO, Cc1ccc(S(=O)(=O)Oc2nn3c(-c4ccccc4)nnc(C)c3c2C2CCCC2)cc1, [H-], [Na+], CN(C)C=O, O. The product is CCn1ncnc1COc1nn2c(-c3ccccc3)nnc(C)c2c1C1CCCC1. RXN SMILES: [CH2:33]([CH3:34])[n:35]1[n:36][cH:37][n:38][c:39]1[CH2:40][OH:41].[CH:1]1([c:6]2[c:7]([O:22][S:23]([c:24]3[cH:25][cH:26][c:27]([CH3:28])[cH:29][cH:30]3)(=[O:31])=[O:32])[n:8][n:9]3[c:10](-[c:16]4[cH:17][cH:18][cH:19][cH:20][cH:21]4)[n:11][n:12][c:13]([CH3:15])[c:14]23)[CH2:2][CH2:3][CH2:4][CH2:5]1.[H-:42].[Na+:43].[O:45]=[CH:46][N:47]([CH3:48])[CH3:49].[OH2:44]>>[CH:1]1([c:6]2[c:7]([O:22][CH2:40][c:39]3[n:35]([CH2:33][CH3:34])[n:36][cH:37][n:38]3)[n:8][n:9]3[c:10](-[c:16]4[cH:17][cH:18][cH:19][cH:20][cH:21]4)[n:11][n:12][c:13]([CH3:15])[c:14]23)[CH2:2][CH2:3][CH2:4][CH2:5]1. RXN SMILES: [BH4-:24].[CH2:5]([c:6]1[cH:7][cH:8][cH:9][cH:10][cH:11]1)[NH:12][c:13]1[cH:14][cH:15][c:16]([CH:19]=[CH:20][N+:21](=[O:22])[O-:23])[cH:17][cH:18]1.[CH3:1][C:2](=[O:3])[OH:4].[CH3:26][S:27](=[O:28])[CH3:29].[Na+:25]>>[CH2:5]([c:6]1[cH:7][cH:8][cH:9][cH:10][cH:11]1)[NH:12][c:13]1[cH:14][cH:15][c:16]([CH2:19][CH2:20][N+:21](=[O:22])[O-:23])[cH:17][cH:18]1. The product is O=[N+]([O-])CCc1ccc(NCc2ccccc2)cc1. The reactants are [BH4-], O=[N+]([O-])C=Cc1ccc(NCc2ccccc2)cc1, CC(=O)O, CS(C)=O, [Na+]. The reactants are C(C)(=O)N1CC2=C(CC1)C(=C(S2)C)CCCl (6-acetyl-3-(2-chloroethyl)-4,5,6,7-tetrahydro-2-methylthieno[2,3-c]pyridine), C(C(=O)[O-])(=O)[O-] (oxalate), S1N=C(C2=C1C=CC=C2)N2CCNCC2 (4-(1,2-benzisothiazol-3-yl)piperazine). Product: C(C)(=O)N1CC2=C(CC1)C(=C(S2)C)CCN2CCN(CC2)C2=NSC1=C2C=CC=C1 (6-acetyl-3-(2-(4-(1,2-benzisothiazol-3-yl)piperazin-1-yl)ethyl)-4,5,6,7-tetrahydro-2-methylthieno[2,3-c]pyridine). Yield: 55.3%. As a reaction SMILES: [C:1]([N:4]1[CH2:9][CH2:8][C:7]2[C:10]([CH2:14][CH2:15]Cl)=[C:11]([CH3:13])[S:12][C:6]=2[CH2:5]1)(=[O:3])[CH3:2].[S:17]1[C:21]2[CH:22]=[CH:23][CH:24]=[CH:25][C:20]=2[C:19]([N:26]2[CH2:31][CH2:30][NH:29][CH2:28][CH2:27]2)=[N:18]1.C([O-])(=O)C([O-])=O>>[C:1]([N:4]1[CH2:9][CH2:8][C:7]2[C:10]([CH2:14][CH2:15][N:29]3[CH2:30][CH2:31][N:26]([C:19]4[C:20]5[CH:25]=[CH:24][CH:23]=[CH:22][C:21]=5[S:17][N:18]=4)[CH2:27][CH2:28]3)=[C:11]([CH3:13])[S:12][C:6]=2[CH2:5]1)(=[O:3])[CH3:2]. Reported procedure: The reaction and procedure were conducted in a similar manner as in Example 24 using 1.4 g of 6-acetyl-3-(2-chloroethyl)-4,5,6,7-tetrahydro-2-methylthieno[2,3-c]pyridine and 0.9 g of 4-(1,2-benzisothiazol-3-yl)piperazine to give 1.0 g of 6-acetyl-3-(2-(4-(1,2-benzisothiazol-3-yl)piperazin-1-yl)ethyl)-4,5,6,7-tetrahydro-2-methylthieno[2,3-c]pyridine as an oil, m.p. 190°-192° C. (decomposition) as oxalate thereof. Reactants: O1CCCC1 (tetrahydrofuran), C(C=C)OC(=O)NC(C(=O)OC)CC=C (Methyl N-(2-propenyloxycarbonyl)-2-amino-4-pentenoate), C(C1=CC=CC=C1)Br (benzyl bromide), O1CCCC1 (tetrahydrofuran), [F-].C(CCC)[N+](CCCC)(CCCC)CCCC (tetrabutyl ammonium fluoride). Run in O (water). Run at temperature 0 celsius, time 1 hour. Yields the product COC([C@@H](NC(=O)OCC1=CC=CC=C1)C(C)C)=O (N-(Benzyloxycarbonyl)-valine methyl ester). RXN SMILES: O1[CH2:5][CH2:4][CH2:3][CH2:2]1.[CH2:6]([O:9][C:10]([NH:12][CH:13]([CH2:18][CH:19]=C)[C:14]([O:16][CH3:17])=[O:15])=[O:11])[CH:7]=[CH2:8].[CH2:21](Br)C1C=CC=CC=1.[F-].C([N+](CCCC)(CCCC)CCCC)CCC>O>[CH3:17][O:16][C:14](=[O:15])[C@H:13]([CH:18]([CH3:19])[CH3:21])[NH:12][C:10]([O:9][CH2:6][C:7]1[CH:8]=[CH:5][CH:4]=[CH:3][CH:2]=1)=[O:11] |f:3.4|. Reported procedure: To a tetrahydrofuran solution (1.0 ml) of the compound prepared in Example 4 (130 mg, 0.42 mmol), were successively added dropwise at 0° C. in a nitrogen atmosphere benzyl bromide (0.101 ml, 0.84 mmol) and a tetrahydrofuran solution of tetrabutyl ammonium fluoride (0.42 ml, 0.42 mmol). The mixture was stirred for 1 hour at 0° C., poured into water and extracted with ether. The ether layer was dried over anhydrous magnesium sulfate and concentrated under vacuum. The resulting reaction mixture was... The reactants are [N+](=O)([O-])C1=CNC2=CC=C(C=C12)C(=O)OC (methyl 3-nitro-1H-indole-5-carboxylate), O.NN (hydrazine hydrate). Run in CCO (EtOH). The product is [N+](=O)([O-])C1=CNC2=CC=C(C=C12)C(=O)NN (3-nitro-1H-indole-5-carbohydrazide). The yield is 50.0%. As a reaction SMILES: [N+:1]([C:4]1[C:12]2[C:7](=[CH:8][CH:9]=[C:10]([C:13]([O:15]C)=O)[CH:11]=2)[NH:6][CH:5]=1)([O-:3])=[O:2].O.[NH2:18][NH2:19]>CCO>[N+:1]([C:4]1[C:12]2[C:7](=[CH:8][CH:9]=[C:10]([C:13]([NH:18][NH2:19])=[O:15])[CH:11]=2)[NH:6][CH:5]=1)([O-:3])=[O:2] |f:1.2|. Reported procedure: To a suspension of methyl 3-nitro-1H-indole-5-carboxylate (2.0 g, 9.09 mmol) in EtOH (40 mL) was added hydrazine hydrate (6 mL) and the reaction mixture was heated to reflux for 30 h. The mixture was cooled to RT and EtOH was removed in vacuo. Petroleum ether was added to the residue to get a yellow precipitate. The precipitate was filtered, washed with petroleum ether (3×40 mL) and dried to afford 3-nitro-1H-indole-5-carbohydrazide (1.0 g, 50%) as a yellow solid. MS (ESI, pos. ion) m/z: 221.0 (...